Dataset: the Open Reaction Database (ORD), a public repository of structured organic reaction records. Task: describe an organic reaction: reactants, conditions, products, and yield Yields the product C1CC(N2CCOCC2)CCN1. The reactants are CC(C)(C)OC(=O)N1CCC(N2CCOCC2)CC1, ClCCl, O=C(O)C(F)(F)F. RXN SMILES: [C:1]([O:2][C:3](=[O:4])[N:8]1[CH2:9][CH2:10][CH:11]([N:14]2[CH2:15][CH2:16][O:17][CH2:18][CH2:19]2)[CH2:12][CH2:13]1)([CH3:5])([CH3:6])[CH3:7].[Cl:27][CH2:28][Cl:29].[OH:20][C:21]([C:22]([F:23])([F:24])[F:25])=[O:26]>>[NH:8]1[CH2:9][CH2:10][CH:11]([N:14]2[CH2:15][CH2:16][O:17][CH2:18][CH2:19]2)[CH2:12][CH2:13]1.